From a dataset of the Open Reaction Database (ORD), a public repository of structured organic reaction records. describe an organic reaction: reactants, conditions, products, and yield Reactants: Cl.N1CC(C1)C1=CC2=C(C3=NC(=CN3CCO2)C=2N(N=CN2)C(C)C)C=C1 (8-Azetidin-3-yl-2-(2-isopropyl-2H-[1,2,4]triazol-3-yl)-4,5-dihydro-6-oxa-1,3a-diaza-benzo[e]azulene hydrochloride), CO (MeOH), BrCC(=O)N (bromo acetamide), crude product. Run in C(C)OCC (diethyl ether), C(Cl)Cl (DCM). Yields the product C(C)(C)N1N=CN=C1C=1N=C2N(CCOC3=C2C=CC(=C3)C3CN(C3)CC(=O)N)C1 (2-(3-(2-(1-isopropyl-1H-1,2,4-triazol-5-yl)-5,6-dihydrobenzo[f]imidazo[1,2-d][1,4]oxazepin-9-yl)azetidin-1-yl)acetamide). RXN SMILES: Cl.[NH:2]1[CH2:5][CH:4]([C:6]2[CH:27]=[CH:26][C:9]3[C:10]4[N:14]([CH2:15][CH2:16][O:17][C:8]=3[CH:7]=2)[CH:13]=[C:12]([C:18]2[N:19]([CH:23]([CH3:25])[CH3:24])[N:20]=[CH:21][N:22]=2)[N:11]=4)[CH2:3]1.Br[CH2:29][C:30]([NH2:32])=[O:31].CO>C(Cl)Cl.C(OCC)C>[CH:23]([N:19]1[C:18]([C:12]2[N:11]=[C:10]3[C:9]4[CH:26]=[CH:27][C:6]([CH:4]5[CH2:3][N:2]([CH2:29][C:30]([NH2:32])=[O:31])[CH2:5]5)=[CH:7][C:8]=4[O:17][CH2:16][CH2:15][N:14]3[CH:13]=2)=[N:22][CH:21]=[N:20]1)([CH3:24])[CH3:25] |f:0.1|. Procedure details: Following the procedure for 143, 8-azetidin-3-yl-2-(2-isopropyl-2H-[1,2,4]triazol-3-yl)-4,5-dihydro-6-oxa-1,3a-diaza-benzo[e]azulene hydrochloride (Example 65) was reacted with bromo acetamide. The crude product was subjected to flash chromatography (SiO2, gradient 0 to 10% MeOH in DCM) then trituration in diethyl ether to give 192 as a white solid. 1H NMR δ (ppm) (CDCl3): 8.46 (1H, d, J=8.28 Hz), 7.84 (1H, s), 7.61 (1H, s), 7.07 (1H, dd, J=8.32, 1.84 Hz), 6.95 (1H, d, J=1.79 Hz), 6.89 (1H, s), ...